Dataset: the Open Reaction Database (ORD), a public repository of structured organic reaction records. Task: describe an organic reaction: reactants, conditions, products, and yield The reactants are C(#N)C1(CCNCC1)C1=C(C=CC=C1)C (4-cyano-4-(o-tolyl)piperidine), C(C)(C)(C)OC(=O)NCCCBr (1-(tert-butoxycarbonylamino)-3-bromopropane), C(C)(C)N(CC)C(C)C (diisopropylethylamine). The solvent is CN(C)C=O (DMF). Conditions: time 3 day. Product: C(C)(C)(C)OC(=O)NCCCN1CCC(CC1)(C1=C(C=CC=C1)C)C#N (N -(3-tert-butoxycarbonylaminopropyl)-4-cyano-4-(o-tolyl)piperidine). Reaction SMILES: [C:1]([C:3]1([C:9]2[CH:14]=[CH:13][CH:12]=[CH:11][C:10]=2[CH3:15])[CH2:8][CH2:7][NH:6][CH2:5][CH2:4]1)#[N:2].[C:16]([O:20][C:21]([NH:23][CH2:24][CH2:25][CH2:26]Br)=[O:22])([CH3:19])([CH3:18])[CH3:17].C(N(C(C)C)CC)(C)C>CN(C=O)C>[C:16]([O:20][C:21]([NH:23][CH2:24][CH2:25][CH2:26][N:6]1[CH2:7][CH2:8][C:3]([C:1]#[N:2])([C:9]2[CH:14]=[CH:13][CH:12]=[CH:11][C:10]=2[CH3:15])[CH2:4][CH2:5]1)=[O:22])([CH3:19])([CH3:18])[CH3:17]. Reported procedure: A solution of 4-cyano-4-(o-tolyl)piperidine (5.00 g, 24.9 mmol) and 1-(tert-butoxycarbonylamino)-3-bromopropane (16, 6.55 g, 27.5 mmol) in DMF (100 mL) was treated with diisopropylethylamine (4.50 mL, 25.8 mmol) at room temperature. The resulting mixture was stirred at room temperature (3 d). The solvent was removed in vacuo and the residue dissolved in dichloromethane and sodium bicarbonate solution. The aqueous layer was extracted with two additional portions of dichloromethane and the combine... Reactants: N1(CCCC1)C1=CC=C2CCCC(C2=C1)=O (7-pyrrolidin-1-yl-3,4-dihydro-2H-naphthalen-1-one), [BH4-].[Na+] (sodium borohydride), O (water). Run in CO (methanol). Yields the product N1(CCCC1)C1=CC=C2CCCC(C2=C1)O (7-pyrrolidin-1-yl-3,4-dihydro-2H-naphthalen-1-ol). As a reaction SMILES: [N:1]1([C:6]2[CH:15]=[C:14]3[C:9]([CH2:10][CH2:11][CH2:12][C:13]3=[O:16])=[CH:8][CH:7]=2)[CH2:5][CH2:4][CH2:3][CH2:2]1.[BH4-].[Na+].O>CO>[N:1]1([C:6]2[CH:15]=[C:14]3[C:9]([CH2:10][CH2:11][CH2:12][CH:13]3[OH:16])=[CH:8][CH:7]=2)[CH2:5][CH2:4][CH2:3][CH2:2]1 |f:1.2|. Reported procedure: To a solution of 7-pyrrolidin-1-yl-3,4-dihydro-2H-naphthalen-1-one (0.548 g, 2.55 mmol) in methanol (20 mL) at 0° C. is added sodium borohydride (0.241 g, 3.54 mmol) and the reaction is stirred for 1.5 hours, whereupon water is added and the volatiles are removed in vacuo. The mixture is extracted with dichloromethane. The organic phase is dried over sodium sulfate, filtered, and concentrated to give 7-pyrrolidin-1-yl-3,4-dihydro-2H-naphthalen-1-ol, which is used in the next step without further... Reactants: CO, O=C(O)c1cc(NC2CCCCC2)ncn1, Nc1ccnc2ccccc12. As a reaction SMILES: [CH3:28][OH:29].[CH:1]1([NH:7][c:8]2[cH:9][c:10]([C:14](=[O:15])[OH:16])[n:11][cH:12][n:13]2)[CH2:2][CH2:3][CH2:4][CH2:5][CH2:6]1.[NH2:17][c:18]1[cH:19][cH:20][n:21][c:22]2[cH:23][cH:24][cH:25][cH:26][c:27]12>>[CH:1]1([NH:7][c:8]2[cH:9][c:10]([C:14](=[O:16])[NH:17][c:18]3[cH:19][cH:20][n:21][c:22]4[cH:23][cH:24][cH:25][cH:26][c:27]34)[n:11][cH:12][n:13]2)[CH2:2][CH2:3][CH2:4][CH2:5][CH2:6]1. The product is O=C(Nc1ccnc2ccccc12)c1cc(NC2CCCCC2)ncn1. The reactants are 2n, [OH-].[Na+] (NaOH), ClC1=C(C=CC(=C1)Cl)C(C(N1N=CN=C1)F)O (1-(2,4-dichlorophenyl)-2-fluoro-2-(1H-1,2,4-triazol-1-yl)ethanol), C(C1=CC=CC=C1)(=O)Cl (benzoyl chloride). The solvent is C(C)OCC (diethyl ether). Reaction conditions: time 2 hour. The product is ClC1=C(C=CC(=C1)Cl)C(C(N1N=CN=C1)F)C(C1=CC=CC=C1)=O (1-(2,4-dichlorophenyl)-1-benzoyl-2-fluoro-2-(1H-1,2,4-triazol-1-yl)ethane). As a reaction SMILES: [C:1](Cl)(=[O:8])[C:2]1[CH:7]=[CH:6][CH:5]=[CH:4][CH:3]=1.[OH-].[Na+].[Cl:12][C:13]1[CH:18]=[C:17]([Cl:19])[CH:16]=[CH:15][C:14]=1[CH:20](O)[CH:21]([F:27])[N:22]1[CH:26]=[N:25][CH:24]=[N:23]1>C(OCC)C>[Cl:12][C:13]1[CH:18]=[C:17]([Cl:19])[CH:16]=[CH:15][C:14]=1[CH:20]([C:1](=[O:8])[C:2]1[CH:7]=[CH:6][CH:5]=[CH:4][CH:3]=1)[CH:21]([F:27])[N:22]1[CH:26]=[N:25][CH:24]=[N:23]1 |f:1.2|. Procedure: With efficient stirring, a solution of 25 ml of benzoyl chloride in 250 ml of diethyl ether is added dropwise at 0°-5° C. to a mixture of 250 ml of 2n NaOH solution and 27.6 g of 1-(2,4-dichlorophenyl)-2-fluoro-2-(1H-1,2,4-triazol-1-yl)ethanol (prepared in accordance with Example P1a). The reaction mixture is stirred for another 2 hours at 0°-5° C. and then further without cooling until it has reached room temperature. The separated ethereal phase is washed with four 50 ml portions of 0.2n NaOH ... Reactants: BrC=1C(=C(N(C1C(F)(F)F)COCC)C1=CC=C(C=C1)Cl)C#N (4-bromo-2-(p-chlorophenyl)-1-(ethoxymethyl)-5-(trifluoromethyl)pyrrole-3-carbonitrile), [OH-].[Na+] (sodium hydroxide), OO (hydrogen peroxide), [OH-].[Na+] (sodium hydroxide), OO (hydrogen peroxide). Solvent: CO (methanol), O (water). Conditions: time 7 hour. The product is BrC=1C(=C(N(C1C(F)(F)F)COCC)C1=CC=C(C=C1)Cl)C(=O)N (4-Bromo-2-(p-chlorophenyl)-1-(ethoxymethyl)-5-(trifluoromethyl)pyrrole-3-carboxamide). Yield: 86.9%. As a reaction SMILES: [Br:1][C:2]1[C:3]([C:22]#[N:23])=[C:4]([C:15]2[CH:20]=[CH:19][C:18]([Cl:21])=[CH:17][CH:16]=2)[N:5]([CH2:11][O:12][CH2:13][CH3:14])[C:6]=1[C:7]([F:10])([F:9])[F:8].[OH-:24].[Na+].OO>CO.O>[Br:1][C:2]1[C:3]([C:22]([NH2:23])=[O:24])=[C:4]([C:15]2[CH:16]=[CH:17][C:18]([Cl:21])=[CH:19][CH:20]=2)[N:5]([CH2:11][O:12][CH2:13][CH3:14])[C:6]=1[C:7]([F:8])([F:10])[F:9] |f:1.2|. Reported procedure: A mixture of 4-bromo-2-(p-chlorophenyl)-1-(ethoxymethyl)-5-(trifluoromethyl)pyrrole-3-carbonitrile (4.07 g, 10 mmol), sodium hydroxide (0.8 g, 20 mmol) and 30 wt/wt % hydrogen peroxide solution (7.2 mL, 70 mmol) in methanol is stirred at room temperature for 7 hours, treated with sodium hydroxide solution (0.8 g NaOH in 5 mL of H2O) and 30 wt/wt % hydrogen peroxide solution (7 mL), stirred at room temperature overnight, heated at 40° C. for 8 hours and diluted with water. The aqueous mixture is ... Starting materials: CC(C)(C)OC(=O)N1CCC(F)(CNC(=S)NC(=O)OCC2c3ccccc3-c3ccccc32)CC1, C1CCNCC1, CN(C)C=O, O. Product: CC(C)(C)OC(=O)N1CCC(F)(CNC(N)=S)CC1. As a reaction SMILES: [C:1]([CH3:2])([CH3:3])([CH3:4])[O:5][C:6](=[O:7])[N:8]1[CH2:9][CH2:10][C:11]([F:14])([CH2:15][NH:16][C:17](=[S:18])[NH:19][C:20]([O:21][CH2:22][CH:23]2[c:24]3[cH:25][cH:26][cH:27][cH:28][c:29]3-[c:30]3[c:31]2[cH:32][cH:33][cH:34][cH:35]3)=[O:36])[CH2:12][CH2:13]1.[CH2:37]1[CH2:38][CH2:39][NH:40][CH2:41][CH2:42]1.[O:44]=[CH:45][N:46]([CH3:47])[CH3:48].[OH2:43]>>[C:1]([CH3:2])([CH3:3])([CH3:4])[O:5][C:6](=[O:7])[N:8]1[CH2:9][CH2:10][C:11]([F:14])([CH2:15][NH:16][C:17](=[S:18])[NH2:19])[CH2:12][CH2:13]1. The reactants are ClCC=1N=C(OC1C)C=1SC=CC1 (4-chloromethyl-5-methyl-2-thiophen-2-yl-oxazole), C([O-])([O-])=O.[K+].[K+] (potassium carbonate), [I-].[K+] (potassium iodide), C(C)OC(C(CC1=C(C=C(C=C1)O)C)OCC)=O ([rac]-2-ethoxy-3-(4-hydroxy-2-methyl-phenyl)-propionic acid ethyl ester). The product is C(C)OC(C(CC1=C(C=C(C=C1)OCC=1N=C(OC1C)C=1SC=CC1)C)OCC)=O ([rac]-2-ethoxy-3-[2-methyl-4-(5-methyl-2-thiophen-2-yl-oxazol-4-ylmethoxy)-phenyl]-propionic acid ethyl ester). Reaction SMILES: [CH2:1]([O:3][C:4](=[O:18])[CH:5]([O:15][CH2:16][CH3:17])[CH2:6][C:7]1[CH:12]=[CH:11][C:10]([OH:13])=[CH:9][C:8]=1[CH3:14])[CH3:2].Cl[CH2:20][C:21]1[N:22]=[C:23]([C:27]2[S:28][CH:29]=[CH:30][CH:31]=2)[O:24][C:25]=1[CH3:26].C(=O)([O-])[O-].[K+].[K+].[I-].[K+]>>[CH2:1]([O:3][C:4](=[O:18])[CH:5]([O:15][CH2:16][CH3:17])[CH2:6][C:7]1[CH:12]=[CH:11][C:10]([O:13][CH2:20][C:21]2[N:22]=[C:23]([C:27]3[S:28][CH:29]=[CH:30][CH:31]=3)[O:24][C:25]=2[CH3:26])=[CH:9][C:8]=1[CH3:14])[CH3:2] |f:2.3.4,5.6|. Procedure details: In analogy to the procedure described in example 120 f], [rac]-2-ethoxy-3-(4-hydroxy-2-methyl-phenyl)-propionic acid ethyl ester (example 129 c]) was reacted with 4-chloromethyl-5-methyl-2-thiophen-2-yl-oxazole in the presence of potassium carbonate and potassium iodide to yield [rac]-2-ethoxy-3-[2-methyl-4-(5-methyl-2-thiophen-2-yl-oxazol-4-ylmethoxy)-phenyl]-propionic acid ethyl ester, which was further saponified in analogy to the procedure described in example 120 f] to yield [rac]-2-ethoxy-... Starting materials: C(C)(C)(C)C1=C(N)C(=CC=C1)C (2-tert-butyl-6-methylaniline), F[B-](F)(F)F.[H+] (tetrafluoroboric acid), N(=O)[O-].[Na+] (sodium nitrite). Run in O (water). Conditions: temperature 10 celsius, time 1 hour. Yields the product FC1=C(C=CC=C1C(C)(C)C)C (2-fluoro-3-tert-butyltoluene). Isolated yield 29.0%. As a reaction SMILES: [C:1]([C:5]1[CH:11]=[CH:10][CH:9]=[C:8]([CH3:12])[C:6]=1N)([CH3:4])([CH3:3])[CH3:2].[F:13][B-](F)(F)F.[H+].N([O-])=O.[Na+]>O>[F:13][C:6]1[C:5]([C:1]([CH3:4])([CH3:3])[CH3:2])=[CH:11][CH:10]=[CH:9][C:8]=1[CH3:12] |f:1.2,3.4|. Procedure: 157 g (0.96 mole) of 2-tert-butyl-6-methylaniline are added dropwise to 500 ml of 40% strength tetrafluoroboric acid at 50° C., followed by a solution of 66.2 g (0.96 mole) of sodium nitrite in 270 ml of water. The mixture is stirred for 1 hour at 10° C. The precipitated diazonium salt is filtered off under suction, washed in succession with 50 ml of ice water, 50 ml of cold ethanol and 50 ml of diethyl ether and then suspended in 500 ml of liquid paraffin. The suspension is then added dropwise ... Reactants: O1C2C(OC3=C(C21)C=C(C=C3)C(C(F)(F)F)(F)F)(CF)CF (3,4-epoxy-6-pentafluoroethyl-2,2-bisfluoromethyl-3,4-dihydro-2H-1-benzopyran), OC1=NN(C(C=C1)=O)C (3-hydroxy-1-methyl-1,6-dihydropyridazin-6-one), N1=CC=CC=C1 (pyridine). The solvent is C(C)O (ethanol). Product: FC(C(F)(F)F)(C=1C=CC2=C([C@H]([C@@H](C(O2)(CF)CF)O)OC2=NN(C(C=C2)=O)C)C1)F (trans-6-pentafluoroethyl-2,2-bisfluoromethyl-3,4-dihydro-4-[(1,6-dihydro-1-methyl-6-oxo-3-pyridazinyl)oxy]-2H-1-benzopyran-3-ol). The yield is 75.4%. Reaction SMILES: [O:1]1[CH:7]2[CH:2]1[C:3]([CH2:21][F:22])([CH2:19][F:20])[O:4][C:5]1[CH:11]=[CH:10][C:9]([C:12]([F:18])([F:17])[C:13]([F:16])([F:15])[F:14])=[CH:8][C:6]=12.[OH:23][C:24]1[CH:29]=[CH:28][C:27](=[O:30])[N:26]([CH3:31])[N:25]=1.N1C=CC=CC=1>C(O)C>[F:18][C:12]([F:17])([C:9]1[CH:10]=[CH:11][C:5]2[O:4][C:3]([CH2:21][F:22])([CH2:19][F:20])[C@@H:2]([OH:1])[C@H:7]([O:23][C:24]3[CH:29]=[CH:28][C:27](=[O:30])[N:26]([CH3:31])[N:25]=3)[C:6]=2[CH:8]=1)[C:13]([F:15])([F:16])[F:14]. Procedure details: A mixture of 0.58 g of 3,4-epoxy-6-pentafluoroethyl-2,2-bisfluoromethyl-3,4-dihydro-2H-1-benzopyran, 0.22 g of 3-hydroxy-1-methyl-1,6-dihydropyridazin-6-one, 0.16 g of pyridine and 5 ml of ethanol was refluxed for 5 hours. The solvent was distilled off and the resultant residue was purified using silica gel column chromatography (developing solution, MeOH:CH2Cl2 =1:99) to obtain 0.60 g of trans-6-pentafluoroethyl-2,2-bisfluoromethyl-3,4-dihydro-4-[(1,6-dihydro-1-methyl-6-oxo-3-pyridazinyl)oxy]-2...